Task: describe an organic reaction: reactants, conditions, products, and yield. Dataset: the Open Reaction Database (ORD), a public repository of structured organic reaction records Procedure details: A mixture of 3-(5-trifluoromethyl-pyridin-2-yloxy)-benzoic acid methyl ester (285 g, 0.95 mmol) and NaOH (200 mg, 4 mmol) in methanol:THF:water (1:1:1, 3 mL) was stirred at room temperature for 8 h. Solvents were evaporated. Crude mass was taken in water (20 mL), acidified to pH 4.0 and extracted with ethyl acetate to obtain 3-(5-trifluoromethyl-pyridin-2-yloxy)-benzoic acid was prepared (215 mg). Conditions: time 8 hour. Reactants: COC(C1=CC(=CC=C1)OC1=NC=C(C=C1)C(F)(F)F)=O (3-(5-trifluoromethyl-pyridin-2-yloxy)-benzoic acid methyl ester), [OH-].[Na+] (NaOH). Run in CO.C1CCOC1.O (methanol THF water). As a reaction SMILES: C[O:2][C:3](=[O:21])[C:4]1[CH:9]=[CH:8][CH:7]=[C:6]([O:10][C:11]2[CH:16]=[CH:15][C:14]([C:17]([F:20])([F:19])[F:18])=[CH:13][N:12]=2)[CH:5]=1.[OH-].[Na+]>CO.C1COCC1.O>[F:19][C:17]([F:18])([F:20])[C:14]1[CH:15]=[CH:16][C:11]([O:10][C:6]2[CH:5]=[C:4]([CH:9]=[CH:8][CH:7]=2)[C:3]([OH:21])=[O:2])=[N:12][CH:13]=1 |f:1.2,3.4.5|. Yields the product FC(C=1C=CC(=NC1)OC=1C=C(C(=O)O)C=CC1)(F)F (3-(5-trifluoromethyl-pyridin-2-yloxy)-benzoic acid). The reactants are N#Cc1ccc(C2OCCO2)cc1, O, S, c1ccncc1. Yields the product NC(=S)c1ccc(C2OCCO2)cc1. As a reaction SMILES: [O:1]1[CH:2]([c:6]2[cH:7][cH:8][c:9]([C:10]#[N:11])[cH:12][cH:13]2)[O:3][CH2:4][CH2:5]1.[OH2:21].[SH2:14].[cH:15]1[cH:16][cH:17][n:18][cH:19][cH:20]1>>[O:1]1[CH:2]([c:6]2[cH:7][cH:8][c:9]([C:10]([NH2:11])=[S:14])[cH:12][cH:13]2)[O:3][CH2:4][CH2:5]1. RXN SMILES: [CH3:1][C:2]1[CH:7]=[CH:6][C:5]([CH:8]([OH:10])[CH3:9])=[C:4]([O:11][C@H:12]([CH2:14][CH:15]=[CH2:16])[CH3:13])[CH:3]=1.[CH2:17]([O:20][C:21]1([CH3:50])[CH2:26][CH2:25][N:24]([C:27]2[N:32]3[N:33]=[C:34]([CH2:36]I)[CH:35]=[C:31]3[N:30]=[C:29]([CH3:38])[C:28]=2[C@H:39]([O:45][C:46]([CH3:49])([CH3:48])[CH3:47])[C:40]([O:42][CH2:43][CH3:44])=[O:41])[CH2:23][CH2:22]1)[CH:18]=[CH2:19].[H-].[Na+]>CN(C=O)C>[CH2:17]([O:20][C:21]1([CH3:50])[CH2:22][CH2:23][N:24]([C:27]2[N:32]3[N:33]=[C:34]([CH2:36][O:10][CH:8]([C:5]4[CH:6]=[CH:7][C:2]([CH3:1])=[CH:3][C:4]=4[O:11][C@H:12]([CH2:14][CH:15]=[CH2:16])[CH3:13])[CH3:9])[CH:35]=[C:31]3[N:30]=[C:29]([CH3:38])[C:28]=2[C@H:39]([O:45][C:46]([CH3:49])([CH3:48])[CH3:47])[C:40]([O:42][CH2:43][CH3:44])=[O:41])[CH2:25][CH2:26]1)[CH:18]=[CH2:19] |f:2.3|. Run in CN(C)C=O (DMF). The reactants are CC1=CC(=C(C=C1)C(C)O)O[C@@H](C)CC=C (1-(4-methyl-2-((S)-pent-4-en-2-yloxy)phenyl)ethanol), C(C=C)OC1(CCN(CC1)C1=C(C(=NC=2N1N=C(C2)CI)C)[C@@H](C(=O)OCC)OC(C)(C)C)C ((S)-ethyl 2-(7-(4-(allyloxy)-4-methylpiperidin-1-yl)-2-(iodomethyl)-5-methylpyrazolo[1,5-a]pyrimidin-6-yl)-2-(tert-butoxy)acetate), [H-].[Na+] (sodium hydride). The product is C(C=C)OC1(CCN(CC1)C1=C(C(=NC=2N1N=C(C2)COC(C)C2=C(C=C(C=C2)C)O[C@@H](C)CC=C)C)[C@@H](C(=O)OCC)OC(C)(C)C)C ((2S)-ethyl 2-(7-(4-(allyloxy)-4-methylpiperidin-1-yl)-5-methyl-2-((1-(4-methyl-2-((S)-pent-4-en-2-yloxy)phenyl)ethoxy)methyl)pyrazolo[1,5-a]pyrimidin-6-yl)-2-(tert-butoxy)acetate). Conditions: temperature 0 celsius, time 4 hour. Procedure details: A mixture of 1-(4-methyl-2-((S)-pent-4-en-2-yloxy)phenyl)ethanol (41.5 mg, 0.188 mmol) and (S)-ethyl 2-(7-(4-(allyloxy)-4-methylpiperidin-1-yl)-2-(iodomethyl)-5-methylpyrazolo[1,5-a]pyrimidin-6-yl)-2-(tert-butoxy)acetate (100 mg, 0.171 mmol) in DMF (5 mL) was added sodium hydride (7.53 mg, 0.188 mmol) at 0° C. It was then stirred at 0° C. for 4 h and then quenched with NH4Cl, extracted with EtOAc. The organic layer was dried over MgSO4, filtered and concentrated. The residue was then purified by... Isolated yield 17.5%. Starting materials: 113, P(=O)(Cl)(Cl)Cl (phosphorus oxychloride), P(Cl)(Cl)(Cl)(Cl)Cl (phosphorus pentachloride), C1(CCCCC1)NS(O)(=O)=O (cyclohexylsulfamic acid). The solvent is ClCCCl (1,2-dichloroethane). Run at temperature 95 celsius. Product: 94, C1(CCCCC1)NS(=O)(=O)Cl (cyclohexylsulfamic acid chloride). Yield: 95.0%. Reaction SMILES: P(Cl)(Cl)(Cl)(Cl)Cl.[CH:7]1([NH:13][S:14](=[O:17])(=O)[OH:15])[CH2:12][CH2:11][CH2:10][CH2:9][CH2:8]1.P(Cl)(Cl)([Cl:20])=O>ClCCCl>[CH:7]1([NH:13][S:14]([Cl:20])(=[O:17])=[O:15])[CH2:12][CH2:11][CH2:10][CH2:9][CH2:8]1. Reported procedure: 54.2 parts of phosphorus pentachloride are added in portions to 89.6 parts of cyclohexylsulfamic acid, suspended in a mixture of 113 parts of 1,2-dichloroethane and 134 parts of phosphorus oxychloride, at 20° C, whilst stirring. The reaction mixture is then heated to 95° C in the course of 30 minutes and is stirred at from 95° to 98° C for 71/2 hours. After removing the solvent under reduced pressure distillation of the residue gives 94 parts (95% of theory) of cyclohexylsulfamic acid chloride o... Starting materials: OC1=CC(=NN1C1=CC=CC=C1)CC(=O)OC (methyl (5-hydroxy-1-phenyl-1H-pyrazol-3-yl)acetate), C(C)(=O)OC(C)=O (acetic anhydride), CC(OCC)(OCC)OCC (MeC(OEt)3). Reaction conditions: time 8 hour. The product is COC(CC/1=NN(C(\C1=C(\C)/OCC)=O)C1=CC=CC=C1)=O (methyl[(4Z)-4-(1-ethoxyethylidene)-5-oxo-1-phenyl-4,5-dihydro-1H-pyrazol-3-yl]acetate). Isolated yield 80.0%. As a reaction SMILES: [OH:1][C:2]1[N:6]([C:7]2[CH:12]=[CH:11][CH:10]=[CH:9][CH:8]=2)[N:5]=[C:4]([CH2:13][C:14]([O:16][CH3:17])=[O:15])[CH:3]=1.[C:18]([O:21][C:22](=O)[CH3:23])(=O)[CH3:19].CC(OCC)(OCC)OCC>>[CH3:17][O:16][C:14](=[O:15])[CH2:13][C:4]1=[N:5][N:6]([C:7]2[CH:12]=[CH:11][CH:10]=[CH:9][CH:8]=2)[C:2](=[O:1])/[C:3]/1=[C:18](\[O:21][CH2:22][CH3:23])/[CH3:19]. Procedure details: The mixture of the above obtained methyl (5-hydroxy-1-phenyl-1H-pyrazol-3-yl)acetate (Compound of Formula (IV), 1.85 g), acetic anhydride (1.00 ml) and MeC(OEt)3 (2.50 ml) was refluxed for 1 h. and left overnight at an ambient temperature. Resulting precipitate was collected by filtration and washed with ethyl ether (10 ml) in order to obtain crude product methyl[(4Z)-4-(1-ethoxyethylidene)-5-oxo-1-phenyl-4,5-dihydro-1H-pyrazol-3-yl]acetate (1.20 g, 80% purity) in 50% yields. 1HNMR (400 MHz, CDC... Reactants: ClC1=CC=C(C=C1)[C@@H]1CC[C@H](CC1)C(=O)OC (methyl trans-4-(4-chlorophenyl)cyclohexanecarboxylate). Solvent: CCO (EtOH). Reaction conditions: time 16 hour. Yields the product C1(=CC=CC=C1)[C@@H]1CC[C@H](CC1)C(=O)OC (Methyl trans-4-phenylcyclohexanecarboxylate). Isolated yield 92.7%. Reaction SMILES: Cl[C:2]1[CH:7]=[CH:6][C:5]([C@H:8]2[CH2:13][CH2:12][C@H:11]([C:14]([O:16][CH3:17])=[O:15])[CH2:10][CH2:9]2)=[CH:4][CH:3]=1>CCO>[C:5]1([C@H:8]2[CH2:9][CH2:10][C@H:11]([C:14]([O:16][CH3:17])=[O:15])[CH2:12][CH2:13]2)[CH:6]=[CH:7][CH:2]=[CH:3][CH:4]=1. Reported procedure: 10% Palldium on carbon (1800 mg) was added to a solution of methyl trans-4-(4-chlorophenyl)cyclohexanecarboxylate (8670 mg) in EtOH (100 mL). The resulting suspension was stirred for 16 h under an atmosphere of hydrogen at 25 bar in a high pressure cell then was filtered through diatomaceous earth and concentrated in vacuo to give the title compound (6940 mg) as a solid; 1H NMR δ 7.30-7.11 (5H, m), 3.59 (3H, s), 2.53-2.30 (2H+ DMSO, m), 1.98 (2H, m), 1.82 (2H, m), 1.47 (4H, m); MS m/e M.+ 218. Reactants: NCCC1=CC=C(C=C1)O (tyramine), C(C1CO1)OC1=CC=CC=C1 (phenyl glycidyl ether). Solvent: CS(=O)C (dimethylsulfoxide). The product is OC(CNCCC1=CC=C(C=C1)O)COC1=CC=CC=C1 ((RS)-p-[2-[(2-hydroxy-3-phenoxypropyl) amino]ethyl]phenol). Yield: 50.1%. Reaction SMILES: [NH2:1][CH2:2][CH2:3][C:4]1[CH:9]=[CH:8][C:7]([OH:10])=[CH:6][CH:5]=1.[CH2:11]([O:15][C:16]1[CH:21]=[CH:20][CH:19]=[CH:18][CH:17]=1)[CH:12]1[O:14][CH2:13]1>CS(C)=O>[OH:14][CH:12]([CH2:11][O:15][C:16]1[CH:21]=[CH:20][CH:19]=[CH:18][CH:17]=1)[CH2:13][NH:1][CH2:2][CH2:3][C:4]1[CH:9]=[CH:8][C:7]([OH:10])=[CH:6][CH:5]=1. Reported procedure: A mixture of 4.0 g of tyramine and 5.25 g of phenyl glycidyl ether in 100 ml of dimethylsulfoxide was heated to 100°60 for 17 hours. The solvent was evaporated in vacuo and the residue was chromatographed on 400 g of silica gel. 4.3 g of p-[2-[bis[(RS)-2-hydroxy-3-phenoxypropyl]amino]ethyl]phenol was firstly eluted with chloroform/n-propanol/concentrated ammonia (1000:10:1) as an amorphous substance, ε218 =20710. The further fractions yielded 4.2 g of pure (RS)-p-[2-[(2-hydroxy-3-phenoxypropyl) ... Reactants: CCN=C=NCCCN(C)C.Cl (EDCl), C=1C=CC2=C(C1)N=NN2O (HOBt), CN1CCOCC1 (4-methylmorpholine), NC1=C(CNC2=NC=NC3=C(C=CC=C23)C(=O)N)C=CC=C1 (4-(2-Amino-benzylamino)-quinazoline-8-carboxylic acid amide), FC(OC1=CC=C(C(=O)O)C=C1)(F)F (4-trifluoromethoxy-benzoic acid). The solvent is CN(C)C=O (DMF). Conditions: time 15 minute. Yields the product FC(OC=1C=C(C(=O)NC=2C=C(CNC3=NC=NC4=C(C=CC=C34)C(=O)N)C=CC2)C=CC1)(F)F (4-[3-(3-Trifluoromethoxy-benzoylamino)-benzylamino]-quinazoline-8-carboxylic acid amide). RXN SMILES: [F:1][C:2]([F:14])([F:13])[O:3][C:4]1[CH:12]=[CH:11][C:7](C(O)=O)=[CH:6][CH:5]=1.CCN=C=NCCC[N:23]([CH3:25])C.Cl.C1C=CC2N([OH:36])N=NC=2C=1.CN1CCOCC1.N[C:45]1[CH:65]=[CH:64][CH:63]=[CH:62][C:46]=1[CH2:47][NH:48][C:49]1[C:58]2[C:53](=[C:54]([C:59]([NH2:61])=[O:60])[CH:55]=[CH:56][CH:57]=2)[N:52]=[CH:51][N:50]=1>CN(C=O)C>[F:14][C:2]([F:1])([F:13])[O:3][C:4]1[CH:5]=[C:6]([CH:7]=[CH:11][CH:12]=1)[C:25]([NH:23][C:65]1[CH:45]=[C:46]([CH:62]=[CH:63][CH:64]=1)[CH2:47][NH:48][C:49]1[C:58]2[C:53](=[C:54]([C:59]([NH2:61])=[O:60])[CH:55]=[CH:56][CH:57]=2)[N:52]=[CH:51][N:50]=1)=[O:36] |f:1.2|. Reported procedure: 22.3 mg (0.1 mmol) 4-trifluoromethoxy-benzoic acid were dissolved in 1 ml DMF. 41.8 mg (0.2 mmol) EDCl, 15.0 mg (0.1 mmol) HOBt and 48.5 μl (0.4 mmol) 4-methylmorpholine were added and the mixture was stirred for 15 min. Subsequently, 50 mg (0.1 mmol) 4-(2-Amino-benzylamino)-quinazoline-8-carboxylic acid amide were added and the mixture was stirred overnight at room temperature. The reaction mixture was purified using preparative HPLC and converted into the hydrochloride salt by treatment with e...